Dataset: the Open Reaction Database (ORD), a public repository of structured organic reaction records. Task: describe an organic reaction: reactants, conditions, products, and yield Starting materials: COc1cc(N2CCN(C(=O)Cn3nc(Br)c(Cl)c3C)CC2)ccc1Cl, C1COCCN1, CCOC(C)=O, CO, [K+], [K+], [K+], CN(C)C=O, O=C(C=Cc1ccccc1)C=Cc1ccccc1, O=C(C=Cc1ccccc1)C=Cc1ccccc1, O=C(C=Cc1ccccc1)C=Cc1ccccc1, O, O=P([O-])([O-])[O-], [Pd], [Pd]. Product: COc1cc(N2CCN(C(=O)Cn3nc(N4CCOCC4)c(Cl)c3C)CC2)ccc1Cl. As a reaction SMILES: [Br:1][c:2]1[n:3][n:4]([CH2:9][C:10](=[O:11])[N:12]2[CH2:13][CH2:14][N:15]([c:18]3[cH:19][c:20]([O:25][CH3:26])[c:21]([Cl:24])[cH:22][cH:23]3)[CH2:16][CH2:17]2)[c:5]([CH3:8])[c:6]1[Cl:7].[CH2:27]1[CH2:28][O:29][CH2:30][CH2:31][NH:32]1.[CH3:105][CH2:106][O:107][C:108]([CH3:109])=[O:110].[CH3:42][OH:43].[K+:38].[K+:39].[K+:40].[O:44]=[CH:45][N:46]([CH3:47])[CH3:48].[O:51]=[C:52]([CH:53]=[CH:54][c:55]1[cH:56][cH:57][cH:58][cH:59][cH:60]1)[CH:61]=[CH:62][c:63]1[cH:64][cH:65][cH:66][cH:67][cH:68]1.[O:69]=[C:70]([CH:71]=[CH:72][c:73]1[cH:74][cH:75][cH:76][cH:77][cH:78]1)[CH:79]=[CH:80][c:81]1[cH:82][cH:83][cH:84][cH:85][cH:86]1.[O:87]=[C:88]([CH:89]=[CH:90][c:91]1[cH:92][cH:93][cH:94][cH:95][cH:96]1)[CH:97]=[CH:98][c:99]1[cH:100][cH:101][cH:102][cH:103][cH:104]1.[OH2:41].[P:33]([O-:34])([O-:35])([O-:36])=[O:37].[Pd:49].[Pd:50]>>[c:2]1([N:32]2[CH2:27][CH2:28][O:29][CH2:30][CH2:31]2)[n:3][n:4]([CH2:9][C:10](=[O:11])[N:12]2[CH2:13][CH2:14][N:15]([c:18]3[cH:19][c:20]([O:25][CH3:26])[c:21]([Cl:24])[cH:22][cH:23]3)[CH2:16][CH2:17]2)[c:5]([CH3:8])[c:6]1[Cl:7]. The reactants are Cc1onc(-c2ccccc2)c1COc1ccc(C(=O)O)cn1, CCN(C(C)C)C(C)C, Cl, F[B-](F)(F)F, CN(C)C=O, CN(C)C(On1nnc2ccccc21)=[N+](C)C, c1nnc2n1CCNC2. Product: Cc1onc(-c2ccccc2)c1COc1ccc(C(=O)N2CCn3cnnc3C2)cn1. RXN SMILES: [CH3:1][c:2]1[c:3]([CH2:13][O:14][c:15]2[n:16][cH:17][c:18]([C:19](=[O:20])[OH:21])[cH:22][cH:23]2)[c:4](-[c:7]2[cH:8][cH:9][cH:10][cH:11][cH:12]2)[n:5][o:6]1.[CH:46]([N:47]([CH2:48][CH3:49])[CH:50]([CH3:51])[CH3:52])([CH3:53])[CH3:54].[ClH:55].[F:24][B-:25]([F:26])([F:27])[F:28].[O:65]=[CH:66][N:67]([CH3:68])[CH3:69].[n:29]1([O:30][C:31]([N:32]([CH3:33])[CH3:34])=[N+:35]([CH3:36])[CH3:37])[c:38]2[cH:39][cH:40][cH:41][cH:42][c:43]2[n:44][n:45]1.[n:56]1[n:57][cH:58][n:59]2[c:60]1[CH2:61][NH:62][CH2:63][CH2:64]2>>[CH3:1][c:2]1[c:3]([CH2:13][O:14][c:15]2[n:16][cH:17][c:18]([C:19](=[O:21])[N:62]3[CH2:61][c:60]4[n:56][n:57][cH:58][n:59]4[CH2:64][CH2:63]3)[cH:22][cH:23]2)[c:4](-[c:7]2[cH:8][cH:9][cH:10][cH:11][cH:12]2)[n:5][o:6]1. The reactants are CC=1C=C(C=CC1C)N1N=C(C=C1)[N+](=O)[O-] (1-(3,4-dimethylphenyl)-3-nitro-1H-pyrazole). The reagents and catalysts are [Pd] (Pd/C). The solvent is CO.C(C)(=O)OCC (methanol ethyl acetate). Reaction conditions: time 8 hour. Yields the product CC=1C=C(C=CC1C)N1N=C(C=C1)N (1-(3,4-dimethylphenyl)-1H-pyrazol-3-amine). Isolated yield 96.5%. Reaction SMILES: [CH3:1][C:2]1[CH:3]=[C:4]([N:9]2[CH:13]=[CH:12][C:11]([N+:14]([O-])=O)=[N:10]2)[CH:5]=[CH:6][C:7]=1[CH3:8]>CO.C(OCC)(=O)C.[Pd]>[CH3:1][C:2]1[CH:3]=[C:4]([N:9]2[CH:13]=[CH:12][C:11]([NH2:14])=[N:10]2)[CH:5]=[CH:6][C:7]=1[CH3:8] |f:1.2|. Procedure details: Into a 100-mL round bottom flask, was placed a solution of 1-(3,4-dimethylphenyl)-3-nitro-1H-pyrazole (900 mg, 4.15 mmol, 1.00 equiv) in methanol/ethyl acetate (20/10 mL). The solution was treated with Pd/C (500 mg) and stirred under an atmosphere of hydrogen overnight at room temperature. The reaction progress was monitored by LCMS. The solids were filtered out. The resulting mixture was concentrated under vacuum to yield 750 mg (97%) of 1-(3,4-dimethylphenyl)-1H-pyrazol-3-amine as a yellow sol... Reaction SMILES: [C:22]([O-:23])(=[O:24])[OH:25].[CH:33]([Cl:34])([Cl:35])[Cl:36].[Cl:27][C:28](=[S:29])[Cl:30].[NH2:1][c:2]1[cH:3][c:4]2[c:5]([n:6][c:7]([C:9]([CH3:10])([CH3:11])[CH3:12])[s:8]2)[cH:13][c:14]1[N:15]1[CH2:16][CH2:17][N:18]([CH3:21])[CH2:19][CH2:20]1.[Na+:26].[Na+:32].[OH-:31].[OH2:37]>>[N:1]([c:2]1[cH:3][c:4]2[c:5]([n:6][c:7]([C:9]([CH3:10])([CH3:11])[CH3:12])[s:8]2)[cH:13][c:14]1[N:15]1[CH2:16][CH2:17][N:18]([CH3:21])[CH2:19][CH2:20]1)=[C:22]=[O:23]. Reactants: O=C([O-])O, ClC(Cl)Cl, S=C(Cl)Cl, CN1CCN(c2cc3nc(C(C)(C)C)sc3cc2N)CC1, [Na+], [Na+], [OH-], O. Product: CN1CCN(c2cc3nc(C(C)(C)C)sc3cc2N=C=O)CC1. Starting materials: C(C(C)C)C1=CC=C(C=C1)C(CCCC)OC/C=C/C(=O)OCC ((E)-ethyl 4-[1-(4-isobutylphenyl)pentyloxy]-2-butenoate), aqueous solution, [OH-].[Na+] (sodium hydroxide). The solvent is C(C)O (ethanol), O1CCOCC1 (1,4-dioxane). Run at temperature 80 celsius, time 5 hour. The product is C(C(C)C)C1=CC=C(C=C1)C(CCCC)OC/C=C/C(=O)O ((E)-4-[1-(4-isobutylphenyl)pentyloxy]-2butenoic acid). Reaction SMILES: [CH2:1]([C:5]1[CH:10]=[CH:9][C:8]([CH:11]([O:16][CH2:17]/[CH:18]=[CH:19]/[C:20]([O:22]CC)=[O:21])[CH2:12][CH2:13][CH2:14][CH3:15])=[CH:7][CH:6]=1)[CH:2]([CH3:4])[CH3:3].[OH-].[Na+]>C(O)C.O1CCOCC1>[CH2:1]([C:5]1[CH:10]=[CH:9][C:8]([CH:11]([O:16][CH2:17]/[CH:18]=[CH:19]/[C:20]([OH:22])=[O:21])[CH2:12][CH2:13][CH2:14][CH3:15])=[CH:7][CH:6]=1)[CH:2]([CH3:4])[CH3:3] |f:1.2|. Procedure: To a solution of (E)-ethyl 4-[1-(4-isobutylphenyl)pentyloxy]-2-butenoate in ethanol and 1,4-dioxane was added a 4N aqueous solution of sodium hydroxide. After being stirred at 80° C. for 5 hours, the mixture was cooled, concentrated and acidified with diluted hydrochloric acid. The mixture was extracted with ethyl acetate, and the organic layer was washed with water and brine and dried over magnesium sulfate. Evaporation of the solvent and silica gel column chromatography of the residue afforded... The reactants are ClC=1C(=CC2=C(NC(O2)=O)C1)S(=O)(=O)O (5-Chloro-2-oxo-2,3-dihydro-benzooxazole-6-sulfonic acid), S(=O)(Cl)Cl (thionyl chloride). The reagents and catalysts are CN(C)C=O (DMF). Solvent: C(Cl)Cl (CH2Cl2), C(Cl)Cl (CH2Cl2). Reaction conditions: time 2 hour. Yields the product ClC=1C(=CC2=C(NC(O2)=O)C1)S(=O)(=O)Cl (5-Chloro-2-oxo-2,3-dihydro-benzooxazole-6-sulfonyl chloride). The yield is 42.9%. Reaction SMILES: [Cl:1][C:2]1[C:3]([S:12]([OH:15])(=O)=[O:13])=[CH:4][C:5]2[O:9][C:8](=[O:10])[NH:7][C:6]=2[CH:11]=1.S(Cl)([Cl:18])=O>CN(C=O)C.C(Cl)Cl>[Cl:1][C:2]1[C:3]([S:12]([Cl:18])(=[O:15])=[O:13])=[CH:4][C:5]2[O:9][C:8](=[O:10])[NH:7][C:6]=2[CH:11]=1. Procedure: To a stirred mixture of 5-Chloro-2-oxo-2,3-dihydro-benzooxazole-6-sulfonic acid (˜10 g, 40 mmol) and CH2Cl2 was added thionyl chloride (5.8 cm3, 80 mmol) at room temperature, causing gas to be evolved. This was stirred at room temperature for two hours but the solid didn't dissolve and FIA only showed starting material. Therefore a few drops of DMF were added and the reaction heated to 50° C. overnight but no reaction occurred. The starting material was filtered off and then treated with neat th... Starting materials: NC=1C=NC2=CC=CC=C2C1O (3-Aminoquinolin-4-ol), C(C)(=O)OC(C)=O (acetic anhydride), [OH-].[Na+] (sodium hydroxide). Run in O (water). The product is CC=1OC2=C(C=NC=3C=CC=CC23)N1 (2-methyloxazolo[4,5-c]quinoline). RXN SMILES: [NH2:1][C:2]1[CH:3]=[N:4][C:5]2[C:10]([C:11]=1[OH:12])=[CH:9][CH:8]=[CH:7][CH:6]=2.[C:13](OC(=O)C)(=O)[CH3:14].[OH-].[Na+]>O>[CH3:13][C:14]1[O:12][C:11]2[C:10]3[CH:9]=[CH:8][CH:7]=[CH:6][C:5]=3[N:4]=[CH:3][C:2]=2[N:1]=1 |f:2.3|. Procedure: 3-Aminoquinolin-4-ol (6 g) was refluxed with acetic anhydride (8 eq.) until analysis by thin layer chromatography indicated that the reaction was complete. The reaction mixture was cooled, diluted with ice and water, made basic with 10% sodium hydroxide and then extracted with dichloromethane. The extract was washed with water and brine, dried over magnesium sulfate and then concentrated under vacuum. The residue was purified by column chromatography (silica gel eluting with methanol/ethyl aceta... Product: C1(=CC=CC=C1)C(=O)CC1=CC=CC=C1 (deoxybenzoin). Isolated yield 156.3%. Reactants: C1(=CC=CC=C1)CC(=O)Cl (phenylacetyl chloride), ice, C(CCCCCCC)C1=CC=CC=C1 (n-octylbenzene), [Cl-].[Al+3].[Cl-].[Cl-] (aluminum chloride). Procedure: 57.0 g (0.30 mole) of n-octylbenzene are dissolved in 500 ml of carbon disulfide, 45.0 g (0.34 mole) of aluminum chloride are added at 0° C., and a solution of 46.4 g (0.30 mole) of phenylacetyl chloride and 50 ml of carbon disulfide are added dropwise at from 0° to 5° C., while stirring. The reaction mixture is stirred for a further 2 hours at from 0° to 5° C. and then for 15 hours without being cooled, after which it is poured carefully onto 1 l of semiconcentrated ice-cold hydrochloric acid. ... The solvent is C(=S)=S (carbon disulfide), C(=S)=S (carbon disulfide). RXN SMILES: [CH2:1]([C:9]1[CH:14]=[CH:13][CH:12]=[CH:11][CH:10]=1)[CH2:2][CH2:3][CH2:4][CH2:5][CH2:6][CH2:7][CH3:8].[Cl-].[Al+3].[Cl-].[Cl-].C1(CC(Cl)=[O:27])C=CC=CC=1>C(=S)=S>[C:9]1([C:1]([CH2:2][C:3]2[CH:8]=[CH:7][CH:6]=[CH:5][CH:4]=2)=[O:27])[CH:10]=[CH:11][CH:12]=[CH:13][CH:14]=1 |f:1.2.3.4|. Run in C=1(C(=CC=CC1)C)C (xylene), O (water). Reactants: [OH-].[Na+] (NaOH), CC=1C=C(C=CC1OC)CCNC(CCC1=CC=C(C=C1)Cl)=O (N-[2-(3-methyl-4-methoxyphenyl)ehtyl]-3(4-chlorophenyl) propionamide), O=P12OP3(=O)OP(=O)(O1)OP(=O)(O2)O3 (phosphorous pentoxide), O(Cl)Cl (oxychloride). The yield is 52.3%. Reported procedure: Heat a mixture of the amide from step A (10.0 g), phosphorous pentoxide (25 g), phosphorour oxychloride (15 mL) and xylene (250 mL) at reflux for 2 h. Cool the reaction mixture, slowly add water (500 mL), basify using NaOH and extract with benzene. Concentrate the benzene extract to a residue and triturate with diethyl ether to give 6-methyl-7-methoxy-1-[2-(4-chlorophenyl)ethyl]-3,4-dihydroisoquinoline (4.95 g), mp=122°-124° C. As a reaction SMILES: [CH3:1][C:2]1[CH:3]=[C:4]([CH2:10][CH2:11][NH:12][C:13](=O)[CH2:14][CH2:15][C:16]2[CH:21]=[CH:20][C:19]([Cl:22])=[CH:18][CH:17]=2)[CH:5]=[CH:6][C:7]=1[O:8][CH3:9].O=P12OP3(OP(OP(O3)(O1)=O)(=O)O2)=O.O(Cl)Cl.[OH-].[Na+]>O.C1(C)C(C)=CC=CC=1>[CH3:1][C:2]1[CH:3]=[C:4]2[C:5](=[CH:6][C:7]=1[O:8][CH3:9])[C:13]([CH2:14][CH2:15][C:16]1[CH:21]=[CH:20][C:19]([Cl:22])=[CH:18][CH:17]=1)=[N:12][CH2:11][CH2:10]2 |f:3.4|. The product is CC=1C=C2CCN=C(C2=CC1OC)CCC1=CC=C(C=C1)Cl (6-methyl-7-methoxy-1-[2-(4-chlorophenyl)ethyl]-3,4-dihydroisoquinoline).